From a dataset of the Open Reaction Database (ORD), a public repository of structured organic reaction records. describe an organic reaction: reactants, conditions, products, and yield Starting materials: CC(C(=O)OCC)(C(=O)OCC)C1=CC=C(C=C1)N1CCN(CC1)C (diethyl 2-methyl-2-(4-(4-methylpiperazin-1-yl)phenyl)malonate). The solvent is Cl (HCl). Product: CN1CCN(CC1)C1=CC=C(C=C1)C(C(=O)O)C (2-(4-(4-methylpiperazin-1-yl)phenyl)propanoic acid). The yield is 68.5%. RXN SMILES: [CH3:1][C:2]([C:13]1[CH:18]=[CH:17][C:16]([N:19]2[CH2:24][CH2:23][N:22]([CH3:25])[CH2:21][CH2:20]2)=[CH:15][CH:14]=1)(C(OCC)=O)[C:3]([O:5]CC)=[O:4]>Cl>[CH3:25][N:22]1[CH2:21][CH2:20][N:19]([C:16]2[CH:15]=[CH:14][C:13]([CH:2]([CH3:1])[C:3]([OH:5])=[O:4])=[CH:18][CH:17]=2)[CH2:24][CH2:23]1. Procedure details: A solution of diethyl 2-methyl-2-(4-(4-methylpiperazin-1-yl)phenyl)malonate (3.50 g, 10.0 mmol) in conc. HCl (20 ml) was stirred for 18 h at reflux in a sealed tube. The reaction mixture was concentrated and co-distilled with toluene to afford (1.7 g, 70%) of 2-(4-(4-methylpiperazin-1-yl)phenyl)propanoic acid as dark brown solid. Starting materials: COC=1C=C(C=CC1)O (3-methoxyphenol), IN1C(CCC1=O)=O (N-iodosuccinimide), C(C)(=O)OCC (Ethyl acetate), C(C)OCC (diethylether). Solvent: CN(C=O)C (N,N-dimethylformamide). Reaction conditions: time 8 hour. Yields the product OC=1C=CC(=C(C1)OC)I (5-Hydroxy-2-iodoanisole). Isolated yield 13.8%. Reaction SMILES: [CH3:1][O:2][C:3]1[CH:4]=[C:5]([OH:9])[CH:6]=[CH:7][CH:8]=1.[I:10]N1C(=O)CCC1=O.C(OCC)(=O)C.C(OCC)C>CN(C)C=O>[OH:9][C:5]1[CH:6]=[CH:7][C:8]([I:10])=[C:3]([O:2][CH3:1])[CH:4]=1. Procedure details: A mixture of 3-methoxyphenol (600 mg, 4.83 mmol) and N-iodosuccinimide (1.09 g, 4.84 mmol) was dissolved in anhydrous N,N-dimethylformamide (25 mL), and the mixture was stirred at room temperature overnight. Ethyl acetate (100 mL) and diethylether (100 mL) were added. The organic layer was washed with 1% aqueous sodium thiosulfate solution (200 mL), water (100 mL), and saturated brine (50 mL), dried over anhydrous magnesium sulfate, and then the solvent was removed under reduced pressure. The ob... Reactants: ClC=1C=CC=C2CC(NC12)=O (7-chloro-1,3-dihydro-2H-indol-2-one), [N+](=O)(O)[O-] (nitric acid), ice. The solvent is OS(=O)(=O)O (H2SO4), OS(=O)(=O)O (H2SO4). Conditions: temperature -45 celsius, time 8 hour. Yields the product ClC=1C=C(C=C2CC(NC12)=O)[N+](=O)[O-] (7-chloro-5-nitro-1,3-dihydro-2H-indol-2-one). Reaction SMILES: [Cl:1][C:2]1[CH:3]=[CH:4][CH:5]=[C:6]2[C:10]=1[NH:9][C:8](=[O:11])[CH2:7]2.[N+:12]([O-])([OH:14])=[O:13]>OS(O)(=O)=O>[Cl:1][C:2]1[CH:3]=[C:4]([N+:12]([O-:14])=[O:13])[CH:5]=[C:6]2[C:10]=1[NH:9][C:8](=[O:11])[CH2:7]2. Procedure details: 7-chloro-1,3-dihydro-2H-indol-2-one (8.0 g, 47.7 mmol) was slurried in H2SO4 (conc., 86 ml) and the mixture cooled to −45° C. A solution of fuming nitric acid (>90%, 3.34 g, 52.9 mmol) in H2SO4 (20 ml) was added drop wise, while maintaining the temperature at −45° C. throughout the addition. The mixture was allowed to slowly warm to RT and stirred overnight. The mixture was poured into stirred ice-cold water (1500 ml). A white precipitate resulted, and the slurry was aged at 0° C. for 1 hour. Th... Solvent: O1CCCC1 (tetrahydrofuran), CO (methanol). Reported procedure: Finally, phenacyl 3-benzyloxy-2-n-tetradecyl-octadecanoate (V) (1.81 g, 2.57 millimole) was dissolved in a mixed solvent (70 ml) of tetrahydrofuran and methanol (1:1) and 1N sodium hydroxide (7.70 ml, 7.70 millimole) was added thereto, and the mixture was reacted at 65° C. for 2.5 hours. The solvent was distilled off from the reaction mixture, and water and tetrahydrofuran were added to dissolve the residue. Then the solution was acidified with 2N hydrochloric acid (to pH of about 2) with ice co... The reactants are C(C1=CC=CC=C1)OC(C(C(=O)OCC(=O)C1=CC=CC=C1)CCCCCCCCCCCCCC)CCCCCCCCCCCCCCC (phenacyl 3-benzyloxy-2-n-tetradecyl-octadecanoate), [OH-].[Na+] (sodium hydroxide). Product: C(C1=CC=CC=C1)OC(C(C(=O)O)CCCCCCCCCCCCCC)CCCCCCCCCCCCCCC (3-benzyloxy-2-n-tetradecyl-octadecanoic acid). RXN SMILES: [CH2:1]([O:8][CH:9]([CH2:37][CH2:38][CH2:39][CH2:40][CH2:41][CH2:42][CH2:43][CH2:44][CH2:45][CH2:46][CH2:47][CH2:48][CH2:49][CH2:50][CH3:51])[CH:10]([CH2:23][CH2:24][CH2:25][CH2:26][CH2:27][CH2:28][CH2:29][CH2:30][CH2:31][CH2:32][CH2:33][CH2:34][CH2:35][CH3:36])[C:11]([O:13]CC(C1C=CC=CC=1)=O)=[O:12])[C:2]1[CH:7]=[CH:6][CH:5]=[CH:4][CH:3]=1.[OH-].[Na+]>O1CCCC1.CO>[CH2:1]([O:8][CH:9]([CH2:37][CH2:38][CH2:39][CH2:40][CH2:41][CH2:42][CH2:43][CH2:44][CH2:45][CH2:46][CH2:47][CH2:48][CH2:49][CH2:50][CH3:51])[CH:10]([CH2:23][CH2:24][CH2:25][CH2:26][CH2:27][CH2:28][CH2:29][CH2:30][CH2:31][CH2:32][CH2:33][CH2:34][CH2:35][CH3:36])[C:11]([OH:13])=[O:12])[C:2]1[CH:7]=[CH:6][CH:5]=[CH:4][CH:3]=1 |f:1.2|. Yield: 58.2%. Reactants: FC=1C=C2CC(NC2=C(C1)F)=O (5,7-Difluoro-1,3-dihydro-2H-indol-2-one), ClC1=NC(=NC(=N1)OC)OC (2-chloro-4,6-dimethoxy-1,3,5-triazine). The product is COC1=NC(=NC(=N1)OC)C1C(NC2=C(C=C(C=C12)F)F)=O (3-(4,6-dimethoxy-1,3,5-triazin-2-yl)-5,7-difluoro-1,3-dihydro-2H-indol-2-one). RXN SMILES: [F:1][C:2]1[CH:3]=[C:4]2[C:8](=[C:9]([F:11])[CH:10]=1)[NH:7][C:6](=[O:12])[CH2:5]2.Cl[C:14]1[N:19]=[C:18]([O:20][CH3:21])[N:17]=[C:16]([O:22][CH3:23])[N:15]=1>>[CH3:23][O:22][C:16]1[N:17]=[C:18]([O:20][CH3:21])[N:19]=[C:14]([CH:5]2[C:4]3[C:8](=[C:9]([F:11])[CH:10]=[C:2]([F:1])[CH:3]=3)[NH:7][C:6]2=[O:12])[N:15]=1. Reported procedure: 5,7-Difluoro-1,3-dihydro-2H-indol-2-one (1.69 g) and 2-chloro-4,6-dimethoxy-1,3,5-triazine (2.13 g) are reacted analogously to Example 1 Variant A. This gives the title compound as solid in an HPLC purity of 93% area (2.82 g, 85% of theory). Reactants: COc1ccc(C2=CCN(C(C)=O)CC2)c2sc(NC(=O)c3ccc(F)cc3)nc12, CO. Yields the product COc1ccc(C2CCN(C(C)=O)CC2)c2sc(NC(=O)c3ccc(F)cc3)nc12. As a reaction SMILES: [C:1]([CH3:2])(=[O:3])[N:4]1[CH2:5][CH2:6][C:7]([c:10]2[cH:11][cH:12][c:13]([O:29][CH3:30])[c:14]3[n:15][c:16]([NH:19][C:20]([c:21]4[cH:22][cH:23][c:24]([F:27])[cH:25][cH:26]4)=[O:28])[s:17][c:18]23)=[CH:8][CH2:9]1.[CH3:31][OH:32]>>[C:1]([CH3:2])(=[O:3])[N:4]1[CH2:5][CH2:6][CH:7]([c:10]2[cH:11][cH:12][c:13]([O:29][CH3:30])[c:14]3[n:15][c:16]([NH:19][C:20]([c:21]4[cH:22][cH:23][c:24]([F:27])[cH:25][cH:26]4)=[O:28])[s:17][c:18]23)[CH2:8][CH2:9]1. Product: CC(=O)NCC1CN(c2ccc(-c3ccc(OCC4(C)Cn5cc([N+](=O)[O-])nc5O4)cc3)c(F)c2)C(=O)O1. The reactants are CC1(COc2ccc(Br)cc2)Cn2cc([N+](=O)[O-])nc2O1, CC(=O)NCC1CN(c2ccc(B3OC(C)(C)C(C)(C)O3)c(F)c2)C(=O)O1, [K+], [K+], O=C([O-])[O-]. Reaction SMILES: [Br:28][c:29]1[cH:30][cH:31][c:32]([O:33][CH2:34][C:35]2([CH3:46])[CH2:36][n:37]3[c:38]([n:40][c:41]([N+:43](=[O:44])[O-:45])[cH:42]3)[O:39]2)[cH:47][cH:48]1.[F:1][c:2]1[cH:3][c:4]([N:17]2[C:18](=[O:27])[O:19][CH:20]([CH2:22][NH:23][C:24]([CH3:25])=[O:26])[CH2:21]2)[cH:5][cH:6][c:7]1[B:8]1[O:9][C:10]([CH3:11])([CH3:12])[C:13]([CH3:14])([CH3:15])[O:16]1.[K+:49].[K+:50].[O-:51][C:52]([O-:53])=[O:54]>>[F:1][c:2]1[cH:3][c:4]([N:17]2[C:18](=[O:27])[O:19][CH:20]([CH2:22][NH:23][C:24]([CH3:25])=[O:26])[CH2:21]2)[cH:5][cH:6][c:7]1-[c:29]1[cH:30][cH:31][c:32]([O:33][CH2:34][C:35]2([CH3:46])[CH2:36][n:37]3[c:38]([n:40][c:41]([N+:43](=[O:44])[O-:45])[cH:42]3)[O:39]2)[cH:47][cH:48]1. Starting materials: CC(=C)[C@@H]1CC[C@]2([C@H]1[C@H]3CC[C@@H]4[C@]5(CC[C@@H](C([C@@H]5CC[C@]4([C@@]3(CC2)C)C)(C)C)O)C)CO (betulin), C(C)(=O)OC(C)=O (acetic anhydride). Run in N1=CC=CC=C1 (pyridine). Yields the product CC(=C)[C@@H]1CC[C@]2([C@H]1[C@H]3CC[C@@H]4[C@]5(CC[C@@H](C([C@@H]5CC[C@]4([C@@]3(CC2)C)C)(C)C)O)C)CO.C(C)(=O)[O-] (betulin acetate). Isolated yield 87.0%. As a reaction SMILES: [CH3:1][C:2]([C@H:4]1[C@@H:8]2[C@@H:9]3[C@@:22]([CH3:25])([CH2:23][CH2:24][C@@:7]2([CH2:31][OH:32])[CH2:6][CH2:5]1)[C@@:21]1([CH3:26])[C@@H:12]([C@:13]2([CH3:30])[C@@H:18]([CH2:19][CH2:20]1)[C:17]([CH3:28])([CH3:27])[C@@H:16]([OH:29])[CH2:15][CH2:14]2)[CH2:11][CH2:10]3)=[CH2:3].[C:33]([O:36]C(=O)C)(=[O:35])[CH3:34]>N1C=CC=CC=1>[CH3:3][C:2]([C@H:4]1[C@@H:8]2[C@@H:9]3[C@@:22]([CH3:25])([CH2:23][CH2:24][C@@:7]2([CH2:31][OH:32])[CH2:6][CH2:5]1)[C@@:21]1([CH3:26])[C@@H:12]([C@:13]2([CH3:30])[C@@H:18]([CH2:19][CH2:20]1)[C:17]([CH3:28])([CH3:27])[C@@H:16]([OH:29])[CH2:15][CH2:14]2)[CH2:11][CH2:10]3)=[CH2:1].[C:33]([O-:36])(=[O:35])[CH3:34] |f:3.4|. Reported procedure: Then, the secondary hydroxyl group of monoprotected betulin compound 4 was acetylated using acetic anhydride in pyridine (Ac2O/pyridine), to yield monoprotected betulin acetate compound 5 of scheme 2 in 87% yield. Other acetylating agents also can be used. Examples of other acetylating agents include, but are not limited to, acetyl chloride; pentafluorophenyl acetate, triethylamine, and dimethylformamide; acetic anhydride, boron trifluoride etherate, and tetrahydrofuran; ketene, potassium tert-b... Reactants: ClC1=C(C=CC=C1)C(CS(=O)(=O)C)=O (1-(2-chlorophenyl)-2-methylsulfonylethanone), ClN1C(CCC1=O)=O (N-chlorosuccinimide), C(Cl)(Cl)(Cl)Cl (carbon tetrachloride), resultant solution, S([O-])(O)(=O)=O.[Na+] (sodium bisulfate), Cl (hydrochloric acid). Run in C(Cl)Cl (methylene chloride), C(Cl)Cl (methylene chloride). Product: ClC1=C(C=CC=C1)C(C(S(=O)(=O)C)(Cl)Cl)=O (1-(2-chlorophenyl)-2,2-dichloro-2-methylsulfonylethanone). RXN SMILES: [Cl:1][C:2]1[CH:7]=[CH:6][CH:5]=[CH:4][C:3]=1[C:8](=[O:14])CS(C)(=O)=O.ClN1C(=O)CC[C:17]1=O.Cl.[S:24](=[O:28])(=O)(O)[O-:25].[Na+].[C:30]([Cl:34])(Cl)(Cl)[Cl:31]>C(Cl)Cl>[Cl:1][C:2]1[CH:7]=[CH:6][CH:5]=[CH:4][C:3]=1[C:8](=[O:14])[C:30]([Cl:34])([Cl:31])[S:24]([CH3:17])(=[O:28])=[O:25] |f:3.4|. Reported procedure: A stirred mixture of 1-(2-chlorophenyl)-2-methylsulfonylethanone (3.7 g, 0.016 mole) and N-chlorosuccinimide (5.0 g, 0.036 mole) in 20 ml of carbon tetrachloride and 10 ml of methylene chloride was heated until all reactants were in solution. This solution was allowed to cool to room temperature, and 0.2 ml of concentrated hydrochloric acid was added. The reaction flask was irradiated with a 100 watt incandescent lamp for two hours. The resultant mixture was filtered and the filtrate rinsed with... Reactants: CCOC(=O)C(=O)c1csc(NC(=O)OC(C)(C)CC)n1, [Na+], [OH-], O. Yields the product CCC(C)(C)OC(=O)Nc1nc(C(=O)C(=O)O)cs1. RXN SMILES: [C:1]([CH3:2])([CH3:3])([CH2:4][CH3:5])[O:6][C:7](=[O:8])[NH:9][c:10]1[s:11][cH:12][c:13]([C:15]([C:16](=[O:17])[O:18][CH2:19][CH3:20])=[O:21])[n:14]1.[Na+:23].[OH-:22].[OH2:24]>>[C:1]([CH3:2])([CH3:3])([CH2:4][CH3:5])[O:6][C:7](=[O:8])[NH:9][c:10]1[s:11][cH:12][c:13]([C:15]([C:16](=[O:17])[OH:18])=[O:21])[n:14]1.